This data is from the Open Reaction Database (ORD), a public repository of structured organic reaction records. The task is: describe an organic reaction: reactants, conditions, products, and yield The reactants are N#CNC12CC3CC(CC(C3)C1)C2, Cl, Nc1ccccc1I. The product is N=C(Nc1ccccc1I)NC12CC3CC(CC(C3)C1)C2, Cl. As a reaction SMILES: [C:1]12([NH:11][C:12]#[N:13])[CH2:2][CH:3]3[CH2:4][CH:5]([CH2:6][CH:7]([CH2:8]1)[CH2:9]3)[CH2:10]2.[ClH:14].[I:15][c:16]1[c:17]([NH2:18])[cH:19][cH:20][cH:21][cH:22]1>>[C:1]12([NH:11][C:12](=[NH:13])[NH:18][c:17]3[c:16]([I:15])[cH:22][cH:21][cH:20][cH:19]3)[CH2:2][CH:3]3[CH2:4][CH:5]([CH2:6][CH:7]([CH2:8]1)[CH2:9]3)[CH2:10]2.[ClH:14]. Reaction conditions: time 3 hour. Reported procedure: To a stirring solution of N-(2-methyl-5-(5-(3-oxocyclobutyl)-1,2,4-oxadiazol-3-yl)phenyl)imidazo[1,2-a]pyridine-3-carboxamide (10) (150 mg, 0.387 mmol) in ahydrous THF (2.5 mL) at 0° C. was added trifluoromethyltrimethylsilane (121 μL, 0.774 mmol) and TBAF (100 μL in THF and 5% water). The reaction was stirred to room temperature for 3 hours. Then TBAF (0.5 mL in THF and 5% water) was added and the reaction was stirred for 1 hour. The solvent was concentrated and the crude product was dissolved ... The product is OC1(CC(C1)C1=NC(=NO1)C=1C=CC(=C(C1)NC(=O)C1=CN=C2N1C=CC=C2)C)C(F)(F)F (N-(5-(5-(3-hydroxy-3-(trifluoromethyl)cyclobutyl)-1,2,4-oxadiazol-3-yl)-2-methylphenyl)imidazo[1,2-a]pyridine-3-carboxamide). The reactants are CC1=C(C=C(C=C1)C1=NOC(=N1)C1CC(C1)=O)NC(=O)C1=CN=C2N1C=CC=C2 (N-(2-methyl-5-(5-(3-oxocyclobutyl)-1,2,4-oxadiazol-3-yl)phenyl)imidazo[1,2-a]pyridine-3-carboxamide), FC(F)(F)[Si](C)(C)C (trifluoromethyltrimethylsilane), CCCC[N+](CCCC)(CCCC)CCCC.[F-] (TBAF), CCCC[N+](CCCC)(CCCC)CCCC.[F-] (TBAF). As a reaction SMILES: [CH3:1][C:2]1[CH:7]=[CH:6][C:5]([C:8]2[N:12]=[C:11]([CH:13]3[CH2:16][C:15](=[O:17])[CH2:14]3)[O:10][N:9]=2)=[CH:4][C:3]=1[NH:18][C:19]([C:21]1[N:25]2[CH:26]=[CH:27][CH:28]=[CH:29][C:24]2=[N:23][CH:22]=1)=[O:20].[F:30][C:31]([Si](C)(C)C)([F:33])[F:32].CCCC[N+](CCCC)(CCCC)CCCC.[F-]>C1COCC1>[OH:17][C:15]1([C:31]([F:33])([F:32])[F:30])[CH2:16][CH:13]([C:11]2[O:10][N:9]=[C:8]([C:5]3[CH:6]=[CH:7][C:2]([CH3:1])=[C:3]([NH:18][C:19]([C:21]4[N:25]5[CH:26]=[CH:27][CH:28]=[CH:29][C:24]5=[N:23][CH:22]=4)=[O:20])[CH:4]=3)[N:12]=2)[CH2:14]1 |f:2.3|. The solvent is C1CCOC1 (THF). Reactants: CC#N, Clc1cc2c(Cl)ncnc2cn1, Nc1ccc(OCc2cccc(F)c2)cc1. Product: Fc1cccc(COc2ccc(Nc3ncnc4cnc(Cl)cc34)cc2)c1. RXN SMILES: [CH3:29][C:30]#[N:31].[Cl:1][c:2]1[c:3]2[c:4]([n:5][cH:6][n:7]1)[cH:8][n:9][c:10]([Cl:12])[cH:11]2.[F:13][c:14]1[cH:15][c:16]([CH2:17][O:18][c:19]2[cH:20][cH:21][c:22]([NH2:23])[cH:24][cH:25]2)[cH:26][cH:27][cH:28]1>>[c:2]1([NH:23][c:22]2[cH:21][cH:20][c:19]([O:18][CH2:17][c:16]3[cH:15][c:14]([F:13])[cH:28][cH:27][cH:26]3)[cH:25][cH:24]2)[c:3]2[c:4]([n:5][cH:6][n:7]1)[cH:8][n:9][c:10]([Cl:12])[cH:11]2. The reactants are N1=C(C=CC=C1)CCOC(C(CCCCCC)N1C=NC2=C1C=CC(=C2)C2=C(C=CC=C2)C#N)=O (2-[5-(2-Cyanophenyl)-1H-benzimidazol-1-yl]octanoic acid 2-pyridylethylester). Run in CO (methanol), [OH-].[Na+] (NaOH). Run at time 3 hour. Yields the product C(#N)C1=C(C=CC=C1)C1=CC2=C(N(C=N2)C(C(=O)O)CCCCCC)C=C1 (2-[5-(2-cyanophenyl)-1H-benzimidazol-1-yl]octanoic acid). Yield: 85.6%. As a reaction SMILES: N1C=CC=CC=1CC[O:9][C:10](=[O:35])[CH:11]([N:18]1[C:22]2[CH:23]=[CH:24][C:25]([C:27]3[CH:32]=[CH:31][CH:30]=[CH:29][C:28]=3[C:33]#[N:34])=[CH:26][C:21]=2[N:20]=[CH:19]1)[CH2:12][CH2:13][CH2:14][CH2:15][CH2:16][CH3:17]>CO.[OH-].[Na+]>[C:33]([C:28]1[CH:29]=[CH:30][CH:31]=[CH:32][C:27]=1[C:25]1[CH:24]=[CH:23][C:22]2[N:18]([CH:11]([CH2:12][CH2:13][CH2:14][CH2:15][CH2:16][CH3:17])[C:10]([OH:35])=[O:9])[CH:19]=[N:20][C:21]=2[CH:26]=1)#[N:34] |f:2.3|. Procedure details: 2-[5-(2-Cyanophenyl)-1H-benzimidazol-1-yl]octanoic acid 2-pyridylethylester (0.042 moles, 19.6 g) was dissolved in 20 ml of methanol and 8 ml of 1N NaOH. The solution was stirred at room temperature for 3 hours. The reaction was concentrated under vacuum, dissolved in water, and washed with ether. The pH was adjusted to 3.0 with 5N HCl. The intermediate was extracted with ethyl acetate. The organic phase was washed with brine, dried over sodium sulfate, and concentrated. The reaction produced 13... The product is C[Si](C)(C)C#Cc1cccc(-c2c3cccc(C(F)(F)F)c3nn2Cc2c(F)cc(F)cc2F)c1. Reaction SMILES: [Br:1][c:2]1[cH:3][c:4](-[c:8]2[n:9]([CH2:21][c:22]3[c:23]([F:30])[cH:24][c:25]([F:29])[cH:26][c:27]3[F:28])[n:10][c:11]3[c:12]([C:17]([F:18])([F:19])[F:20])[cH:13][cH:14][cH:15][c:16]23)[cH:5][cH:6][cH:7]1.[CH2:31]([Sn:32]([CH2:33][CH2:34][CH2:35][CH3:36])[CH2:37][CH2:38][CH2:39][CH3:40])[CH2:41][CH2:42][CH3:43].[CH3:44][Si:45]([CH3:46])([CH3:47])[C:48]#[CH:49].[CH3:50][c:51]1[cH:52][cH:53][cH:54][cH:55][cH:56]1>>[c:2]1([C:49]#[C:48][Si:45]([CH3:44])([CH3:46])[CH3:47])[cH:3][c:4](-[c:8]2[n:9]([CH2:21][c:22]3[c:23]([F:30])[cH:24][c:25]([F:29])[cH:26][c:27]3[F:28])[n:10][c:11]3[c:12]([C:17]([F:18])([F:19])[F:20])[cH:13][cH:14][cH:15][c:16]23)[cH:5][cH:6][cH:7]1. Reactants: Fc1cc(F)c(Cn2nc3c(C(F)(F)F)cccc3c2-c2cccc(Br)c2)c(F)c1, CCCC[Sn](CCCC)CCCC, C#C[Si](C)(C)C, Cc1ccccc1. The reactants are C(C)(=O)OCC=1CS[C@H]2N(C1C(=O)OC(C)(C)C)C(C2N)=O (t-butyl 3-acetoxymethyl-7-aminoceph-3-em-4-carboxylate), C(C)OC(CN=C=N[Si](C)(C)C(C)(C)C)OCC (1-(2,2-diethoxyethyl)-3-t-butyldimethylsilylcarbodiimide), FC(S(=O)(=O)O)(F)F (trifluoromethanesulphonic acid). Run in C(Cl)Cl (CH2Cl2). Conditions: time 1.5 hour. The product is C(C)(=O)OCC=1CS[C@H]2N(C1C(=O)OC(C)(C)C)C(C2NC=2NC=CN2)=O (t-butyl 3-acetoxymethyl-7-(imidazol-2-yl)aminoceph-3-em-4-carboxylate). Reaction SMILES: [C:1]([O:4][CH2:5][C:6]1[CH2:7][S:8][C@@H:9]2[CH:20]([NH2:21])[C:19](=[O:22])[N:10]2[C:11]=1[C:12]([O:14][C:15]([CH3:18])([CH3:17])[CH3:16])=[O:13])(=[O:3])[CH3:2].C(O[CH:26](OCC)[CH2:27][N:28]=[C:29]=[N:30][Si](C(C)(C)C)(C)C)C.FC(F)(F)S(O)(=O)=O>C(Cl)Cl>[C:1]([O:4][CH2:5][C:6]1[CH2:7][S:8][C@@H:9]2[CH:20]([NH:21][C:29]3[NH:28][CH:27]=[CH:26][N:30]=3)[C:19](=[O:22])[N:10]2[C:11]=1[C:12]([O:14][C:15]([CH3:16])([CH3:17])[CH3:18])=[O:13])(=[O:3])[CH3:2]. Reported procedure: To a mixture of t-butyl 3-acetoxymethyl-7-aminoceph-3-em-4-carboxylate (3.3 g.) and 1-(2,2-diethoxyethyl)-3-t-butyldimethylsilylcarbodiimide (2.0 g.) in CH2Cl2 (50 ml.) at room temperature was added trifluoromethanesulphonic acid (0.89 ml.) over 2 minutes. The mixture was evaporated to dryness and the residue, t-butyl 3-acetoxymethyl-7-[2-(2,2-diethoxyethyl)-3-t-butyldimethylsilyl]guanidinoceph-3-em-4-carboxylate, was dissolved in acetonitrile (50 ml.) and the mixture treated first with 50% w/v ... The reactants are CCOC(C)O, COc1cc2ncc(C#N)c(Cl)c2cc1OC, Cl, Cl, Nc1ccc(O)c(Cl)c1, [Na+], [Na+], O=C([O-])[O-], O, c1ccncc1. Reaction SMILES: [CH2:34]([O:35][CH:36]([OH:37])[CH3:38])[CH3:39].[Cl:1][c:2]1[c:3]([C:16]#[N:17])[cH:4][n:5][c:6]2[cH:7][c:8]([O:14][CH3:15])[c:9]([O:12][CH3:13])[cH:10][c:11]12.[ClH:27].[ClH:46].[NH2:18][c:19]1[cH:20][c:21]([Cl:26])[c:22]([OH:25])[cH:23][cH:24]1.[Na+:40].[Na+:41].[O-:42][C:43](=[O:44])[O-:45].[OH2:47].[n:28]1[cH:29][cH:30][cH:31][cH:32][cH:33]1>>[c:2]1([NH:18][c:19]2[cH:20][c:21]([Cl:26])[c:22]([OH:25])[cH:23][cH:24]2)[c:3]([C:16]#[N:17])[cH:4][n:5][c:6]2[cH:7][c:8]([O:14][CH3:15])[c:9]([O:12][CH3:13])[cH:10][c:11]12. Yields the product COc1cc2ncc(C#N)c(Nc3ccc(O)c(Cl)c3)c2cc1OC.